This data is from the Open Reaction Database (ORD), a public repository of structured organic reaction records. The task is: describe an organic reaction: reactants, conditions, products, and yield Reactants: C1CCOC1, CO, COC(=O)c1ccc(S(=O)(=O)CCc2c(CCNS(=O)(=O)Cc3ccccc3)n(C(c3ccccc3)c3ccccc3)c3ccc(Cl)cc23)cc1, [Na+], [OH-]. Product: O=C(O)c1ccc(S(=O)(=O)CCc2c(CCNS(=O)(=O)Cc3ccccc3)n(C(c3ccccc3)c3ccccc3)c3ccc(Cl)cc23)cc1. RXN SMILES: [CH2:52]1[O:53][CH2:54][CH2:55][CH2:56]1.[CH3:59][OH:60].[CH:1]([c:2]1[cH:3][cH:4][cH:5][cH:6][cH:7]1)([c:8]1[cH:9][cH:10][cH:11][cH:12][cH:13]1)[n:14]1[c:15]([CH2:39][CH2:40][NH:41][S:42](=[O:43])(=[O:44])[CH2:45][c:46]2[cH:47][cH:48][cH:49][cH:50][cH:51]2)[c:16]([CH2:24][CH2:25][S:26](=[O:27])(=[O:28])[c:29]2[cH:30][cH:31][c:32]([C:33](=[O:34])[O:35][CH3:36])[cH:37][cH:38]2)[c:17]2[cH:18][c:19]([Cl:23])[cH:20][cH:21][c:22]12.[Na+:58].[OH-:57]>>[CH:1]([c:2]1[cH:3][cH:4][cH:5][cH:6][cH:7]1)([c:8]1[cH:9][cH:10][cH:11][cH:12][cH:13]1)[n:14]1[c:15]([CH2:39][CH2:40][NH:41][S:42](=[O:43])(=[O:44])[CH2:45][c:46]2[cH:47][cH:48][cH:49][cH:50][cH:51]2)[c:16]([CH2:24][CH2:25][S:26](=[O:27])(=[O:28])[c:29]2[cH:30][cH:31][c:32]([C:33](=[O:34])[OH:35])[cH:37][cH:38]2)[c:17]2[cH:18][c:19]([Cl:23])[cH:20][cH:21][c:22]12.